This data is from the Open Reaction Database (ORD), a public repository of structured organic reaction records. The task is: describe an organic reaction: reactants, conditions, products, and yield The reactants are ClC1=C(C=CC=C1)N(C(=O)C1=CC2=C(C3=C(OCC2)C=C(C=C3)C(=O)OC)S1)C (methyl 2-((2-chlorophenyl)(methyl)carbamoyl)-4,5-dihydrobenzo[b]thieno[2,3-d]oxepine-8-carboxylate), [Li+].[OH-] (LiOH), Cl (HCl). Solvent: C1CCOC1 (THF), O (water). Reaction conditions: temperature 50 celsius. The product is ClC1=C(C=CC=C1)N(C(=O)C1=CC2=C(C3=C(OCC2)C=C(C=C3)C(=O)O)S1)C (2-((2-chlorophenyl)(methyl)carbamoyl)-4,5-dihydrobenzo[b]thieno[2,3-d]oxepine-8-carboxylic acid). As a reaction SMILES: [Cl:1][C:2]1[CH:7]=[CH:6][CH:5]=[CH:4][C:3]=1[N:8]([CH3:29])[C:9]([C:11]1[S:28][C:14]2[C:15]3[CH:23]=[CH:22][C:21]([C:24]([O:26]C)=[O:25])=[CH:20][C:16]=3[O:17][CH2:18][CH2:19][C:13]=2[CH:12]=1)=[O:10].[Li+].[OH-].Cl>C1COCC1.O>[Cl:1][C:2]1[CH:7]=[CH:6][CH:5]=[CH:4][C:3]=1[N:8]([CH3:29])[C:9]([C:11]1[S:28][C:14]2[C:15]3[CH:23]=[CH:22][C:21]([C:24]([OH:26])=[O:25])=[CH:20][C:16]=3[O:17][CH2:18][CH2:19][C:13]=2[CH:12]=1)=[O:10] |f:1.2|. Procedure details: To a solution of methyl 2-((2-chlorophenyl)(methyl)carbamoyl)-4,5-dihydrobenzo[b]thieno[2,3-d]oxepine-8-carboxylate 138 (45 mg, 0.11 mmol) in 1.0 mL THF and 1.0 mL water in a 20 mL scintillation vial was added LiOH (monohydrate, 200 mg). The vessel was sealed and heated at 50° C. over night. The reaction mixture was cooled to room temperature, acidified to pH 2 with 2N HCl, and extracted with ethylacetate. The combined organic extracts were dried over Na2SO4 and concentrated to give the crude 2-...